From a dataset of the Open Reaction Database (ORD), a public repository of structured organic reaction records. describe an organic reaction: reactants, conditions, products, and yield Reactants: C1(CCCCC1)P(C1=C(C=CC=C1)C1=C(C=C(C=C1C(C)C)C(C)C)C(C)C)C1CCCCC1 (dicyclohexyl(2′,4′,6′-triisopropylbiphenyl-2-yl)phosphine), O1CCN(CC1)C1=NC=C(C=C1N)N1CCOCC1 (2,5-dimorpholinopyridin-3-amine), O1CCN(CC1)C1=C(N)C=C(C=C1)N1CCOCC1 (2,5-dimorpholinoaniline), ClC1=C(C(=NC2=C(C=CC(=C12)F)C)C1=NC=CC=C1)C (4-chloro-5-fluoro-3,8-dimethyl-2-(pyridin-2-yl)quinoline), CC(C)([O-])C.[Na+] (sodium t-butoxide). Reagents/catalysts: C=1C=CC(=CC1)/C=C/C(=O)/C=C/C2=CC=CC=C2.C=1C=CC(=CC1)/C=C/C(=O)/C=C/C2=CC=CC=C2.C=1C=CC(=CC1)/C=C/C(=O)/C=C/C2=CC=CC=C2.[Pd].[Pd] (Pd2dba3). The solvent is O (water), C1(=CC=CC=C1)C (toluene). Run at temperature 120 celsius, time 45 minute. Product: desired products, N1(CCOCC1)C1=C(C=C(C=C1)N1CCOCC1)NC1=C(C(=NC2=C(C=CC(=C12)F)C)C1=NC=CC=C1)C (N-(2,5-di-4-morpholinylphenyl)-5-fluoro-3,8-dimethyl-2-(2-pyridinyl)-4-quinolinamine). As a reaction SMILES: C1(P(C2CCCCC2)C2C=CC=CC=2C2C(C(C)C)=CC(C(C)C)=CC=2C(C)C)CCCCC1.O1CCN(C2C(N)=CC(N3CCOCC3)=CN=2)CC1.[O:54]1[CH2:59][CH2:58][N:57]([C:60]2[CH:66]=[CH:65][C:64]([N:67]3[CH2:72][CH2:71][O:70][CH2:69][CH2:68]3)=[CH:63][C:61]=2[NH2:62])[CH2:56][CH2:55]1.Cl[C:74]1[C:83]2[C:78](=[C:79]([CH3:85])[CH:80]=[CH:81][C:82]=2[F:84])[N:77]=[C:76]([C:86]2[CH:91]=[CH:90][CH:89]=[CH:88][N:87]=2)[C:75]=1[CH3:92].CC(C)([O-])C.[Na+]>C1(C)C=CC=CC=1.O.C1C=CC(/C=C/C(/C=C/C2C=CC=CC=2)=O)=CC=1.C1C=CC(/C=C/C(/C=C/C2C=CC=CC=2)=O)=CC=1.C1C=CC(/C=C/C(/C=C/C2C=CC=CC=2)=O)=CC=1.[Pd].[Pd]>[N:57]1([C:60]2[CH:66]=[CH:65][C:64]([N:67]3[CH2:68][CH2:69][O:70][CH2:71][CH2:72]3)=[CH:63][C:61]=2[NH:62][C:74]2[C:83]3[C:78](=[C:79]([CH3:85])[CH:80]=[CH:81][C:82]=3[F:84])[N:77]=[C:76]([C:86]3[CH:91]=[CH:90][CH:89]=[CH:88][N:87]=3)[C:75]=2[CH3:92])[CH2:58][CH2:59][O:54][CH2:55][CH2:56]1 |f:4.5,8.9.10.11.12|. Procedure: To a stirred solution of dicyclohexyl(2′,4′,6′-triisopropylbiphenyl-2-yl)phosphine (27.0 mg, 0.056 mmol), 2,5-dimorpholinopyridin-3-amine (37.0 mg, 0.140 mmol), 2,5-dimorpholinoaniline (55.0 mg, 0.21 mmol), 4-chloro-5-fluoro-3,8-dimethyl-2-(pyridin-2-yl)quinoline (100.0 mg, 0.35 mmol) and Pd2dba3 (13.0 mg, 0.014 mmol) in toluene (3.5 mL) was added sodium t-butoxide (84.0 mg, 0.87 mmol). The reaction mixture was heated to 120° C. and stirred for 45 min. The reaction was cooled to rt and diluted w... The reactants are OC1=NC=C(C=C1)[N+](=O)[O-] (2-hydroxy-5-nitropyridine), Cl(=O)(=O)[O-].[K+] (potassium chlorate). Solvent: Cl (hydrochloric acid), O (H2O). Run at temperature 50 celsius, time 30 minute. Yields the product ClC=1C(=NC=C(C1)[N+](=O)[O-])O (3-chloro-2-hydroxy-5-nitropyridine). The yield is 230.4%. Reaction SMILES: [OH:1][C:2]1[CH:7]=[CH:6][C:5]([N+:8]([O-:10])=[O:9])=[CH:4][N:3]=1.[Cl:11]([O-])(=O)=O.[K+]>Cl.O>[Cl:11][C:7]1[C:2]([OH:1])=[N:3][CH:4]=[C:5]([N+:8]([O-:10])=[O:9])[CH:6]=1 |f:1.2|. Reported procedure: The procedure of Koch and Schnatterer, Synthesis ,1990, 499-501 was followed. To 2-hydroxy-5-nitropyridine (70.0 g, 0.5 mol) in 12 N hydrochloric acid was added dropwise a solution of potassium chlorate (21.4 g, 0.18 mol) in H2O (300 mL) at a rate such that the temperature remained ≤60° C. The mixture was allowed to stir for a further 30 minutes at ca. 50° C., then allowed to cool to ambient temperature, then was further cooled in an ice bath. The yellow solid was collected by filtration, washed... Starting materials: ClC1=CC=CC=C1 (chlorobenzene), C(C1=CC=CC=C1)N1C(C2C(C1=O)C(C=CC2C2=C(C=CC=C2)[N+](=O)[O-])C)=O (N-benzyl-3-methyl-6-(2-nitrophenyl)-1,2,3,6-tetrahydrophthalimide), C(#N)C1=C(C(=O)C(=C(C1=O)Cl)Cl)C#N (DDQ). The solvent is C(C)(=O)OCC (ethyl acetate). Yields the product C(C1=CC=CC=C1)N1C(C=2C(C1=O)=C(C=CC2C2=C(C=CC=C2)[N+](=O)[O-])C)=O (N-benzyl-3-methyl-6-(2-nitrophenyl)phthalimide). The yield is 40.4%. As a reaction SMILES: ClC1C=CC=CC=1.[CH2:8]([N:15]1[C:19](=[O:20])[CH:18]2[CH:21]([CH3:34])[CH:22]=[CH:23][CH:24]([C:25]3[CH:30]=[CH:29][CH:28]=[CH:27][C:26]=3[N+:31]([O-:33])=[O:32])[CH:17]2[C:16]1=[O:35])[C:9]1[CH:14]=[CH:13][CH:12]=[CH:11][CH:10]=1.C(C1C(=O)C(Cl)=C(Cl)C(=O)C=1C#N)#N>C(OCC)(=O)C>[CH2:8]([N:15]1[C:19](=[O:20])[C:18]2=[C:21]([CH3:34])[CH:22]=[CH:23][C:24]([C:25]3[CH:30]=[CH:29][CH:28]=[CH:27][C:26]=3[N+:31]([O-:33])=[O:32])=[C:17]2[C:16]1=[O:35])[C:9]1[CH:14]=[CH:13][CH:12]=[CH:11][CH:10]=1. Procedure details: 30 ml of chlorobenzene was added to a mixture of 5.0 g of N-benzyl-3-methyl-6-(2-nitrophenyl)-1,2,3,6-tetrahydrophthalimide and 7.0 g of DDQ. The mixture was refluxed for 8 hours, then cooled to room temperature. Thereto was added 100 ml of ethyl acetate. The resulting mixture was washed with aqueous 10% potassium carbonate solution and an aqueous saturated sodium chloride solution in this order and dried over anhydrous magnesium sulfate. The solvent was removed by distillation under reduced pre...